This data is from the Open Reaction Database (ORD), a public repository of structured organic reaction records. The task is: describe an organic reaction: reactants, conditions, products, and yield The reactants are NC1=NC=CC(=N1)N1N=C(C2=CC=C(C=C12)Br)C(=O)N (1-(2-aminopyrimidin-4-yl)-6-bromoindazole-3-carboxamide), CC1=CC(=NO1)[C@@](C)(C#C)O ((2R)-2-(5-methyl-1,2-oxazol-3-yl)but-3-yn-2-ol). Yields the product NC1=NC=CC(=N1)N1N=C(C2=CC=C(C=C12)C#C[C@](C)(C1=NOC(=C1)C)O)C(=O)N (1-(2-aminopyrimidin-4-yl)-6-[(3R)-3-hydroxy-3-(5-methyl-1,2-oxazol-3-yl)but-1-yn-1-yl]-1H-indazole-3-carboxamide). RXN SMILES: [NH2:1][C:2]1[N:7]=[C:6]([N:8]2[C:16]3[C:11](=[CH:12][CH:13]=[C:14](Br)[CH:15]=3)[C:10]([C:18]([NH2:20])=[O:19])=[N:9]2)[CH:5]=[CH:4][N:3]=1.[CH3:21][C:22]1[O:26][N:25]=[C:24]([C@:27]([OH:31])([C:29]#[CH:30])[CH3:28])[CH:23]=1>>[NH2:1][C:2]1[N:7]=[C:6]([N:8]2[C:16]3[C:11](=[CH:12][CH:13]=[C:14]([C:30]#[C:29][C@@:27]([OH:31])([C:24]4[CH:23]=[C:22]([CH3:21])[O:26][N:25]=4)[CH3:28])[CH:15]=3)[C:10]([C:18]([NH2:20])=[O:19])=[N:9]2)[CH:5]=[CH:4][N:3]=1. Procedure details: The title compound was prepared by procedure as described in Example 62-c by reacting 1-(2-aminopyrimidin-4-yl)-6-bromoindazole-3-carboxamide and (2R)-2-(5-methyl-1,2-oxazol-3-yl)but-3-yn-2-ol: 1H NMR (500 MHz, DMSO) delta 1.86 (3H, s), 2.42 (3H, s), 6.41 (1H, s), 6.59 (1H, s), 7.16 (2H, br. s.), 7.34 (1H, d, J=5.52 Hz), 7.44 (1H, dd, J=8.43, 1.18 Hz), 7.75 (1H, s), 8.21 (1H, s), 8.26 (1H, d, J=8.35 Hz), 8.38 (1H, d, J=5.52 Hz), 8.93 (1H, s); LC-MS: m/z=+404 (M+H)+. Starting materials: C1(CCCCCC1)CNC(=O)C=1C=2C=CN(C(C2C=CC1)=O)CC1OC(OC1)(C)C (N-(Cycloheptylmethyl)-2-((2,2-dimethyl-1,3-dioxolan-4-yl)methyl)-1-oxo-1,2-dihydroisoquinoline-5-carboxamide), Cl (hydrogen chloride), solution, C(Cl)Cl (methylene chloride). Solvent: CCOCC (ether). Product: C1(CCCCCC1)CNC(=O)C=1C=2C=CN(C(C2C=CC1)=O)CC(CO)O (N-(cycloheptylmethyl)-2-(2,3-dihydroxypropyl)-1-oxo-1,2-dihydroisoquinoline-5-carboxamide). Reaction SMILES: [CH:1]1([CH2:8][NH:9][C:10]([C:12]2[C:13]3[CH:14]=[CH:15][N:16]([CH2:23][CH:24]4[CH2:28][O:27]C(C)(C)[O:25]4)[C:17](=[O:22])[C:18]=3[CH:19]=[CH:20][CH:21]=2)=[O:11])[CH2:7][CH2:6][CH2:5][CH2:4][CH2:3][CH2:2]1.Cl.C(Cl)Cl>CCOCC>[CH:1]1([CH2:8][NH:9][C:10]([C:12]2[C:13]3[CH:14]=[CH:15][N:16]([CH2:23][CH:24]([OH:25])[CH2:28][OH:27])[C:17](=[O:22])[C:18]=3[CH:19]=[CH:20][CH:21]=2)=[O:11])[CH2:7][CH2:6][CH2:5][CH2:4][CH2:3][CH2:2]1. Procedure details: N-(Cycloheptylmethyl)-2-((2,2-dimethyl-1,3-dioxolan-4-yl)methyl)-1-oxo-1,2-dihydroisoquinoline-5-carboxamide (110 mg, 0.00028 mol), hydrogen chloride (5 mL, 0.006 mol) as 2M solution in ether and methylene chloride (5 mL, 0.08 mol) were stirred at room temperature for 2 hours. The volatiles were removed under vacuum, the residue was purified via flash chromatography (12 g of silica gel, 0-10% MeOH/CH2Cl2) to give a white solid. Reactants: COc1ccc2c(Nc3c(Cl)cncc3Cl)cc(=O)[nH]c2c1OCCCCCCBr, CNC, CS(C)=O. Product: COc1ccc2c(Nc3c(Cl)cncc3Cl)cc(=O)[nH]c2c1OCCCCCCN(C)C. RXN SMILES: [Br:1][CH2:2][CH2:3][CH2:4][CH2:5][CH2:6][CH2:7][O:8][c:9]1[c:10]([O:29][CH3:30])[cH:11][cH:12][c:13]2[c:14]([NH:20][c:21]3[c:22]([Cl:28])[cH:23][n:24][cH:25][c:26]3[Cl:27])[cH:15][c:16](=[O:19])[nH:17][c:18]12.[CH3:31][NH:32][CH3:33].[CH3:34][S:35]([CH3:36])=[O:37]>>[CH2:2]([CH2:3][CH2:4][CH2:5][CH2:6][CH2:7][O:8][c:9]1[c:10]([O:29][CH3:30])[cH:11][cH:12][c:13]2[c:14]([NH:20][c:21]3[c:22]([Cl:28])[cH:23][n:24][cH:25][c:26]3[Cl:27])[cH:15][c:16](=[O:19])[nH:17][c:18]12)[N:32]([CH3:31])[CH3:33].